This data is from the Open Reaction Database (ORD), a public repository of structured organic reaction records. The task is: describe an organic reaction: reactants, conditions, products, and yield Starting materials: [H-], CCI, N#N, [Na+], CN(C)C=O, O, NC(=O)c1c(NC(=O)Cn2cc(CO)c(C(F)(F)F)n2)sc2c1CCCC2. Product: CCOCc1cn(CC(=O)Nc2sc3c(c2C(N)=O)CCCC3)nc1C(F)(F)F. Reaction SMILES: [H-:29].[I:32][CH2:33][CH3:34].[N:30]#[N:31].[Na+:28].[O:35]=[CH:36][N:37]([CH3:38])[CH3:39].[OH2:40].[OH:1][CH2:2][c:3]1[c:4]([C:24]([F:25])([F:26])[F:27])[n:5][n:6]([CH2:8][C:9](=[O:10])[NH:11][c:12]2[c:13]([C:21](=[O:22])[NH2:23])[c:14]3[c:15]([s:16]2)[CH2:17][CH2:18][CH2:19][CH2:20]3)[cH:7]1>>[O:1]([CH2:2][c:3]1[c:4]([C:24]([F:25])([F:26])[F:27])[n:5][n:6]([CH2:8][C:9](=[O:10])[NH:11][c:12]2[c:13]([C:21](=[O:22])[NH2:23])[c:14]3[c:15]([s:16]2)[CH2:17][CH2:18][CH2:19][CH2:20]3)[cH:7]1)[CH2:33][CH3:34]. Reactants: C(C)OC(C)=O.Cl (hydrogen chloride ethyl acetate), Ice water, C([O-])([O-])=O.[K+].[K+] (Potassium carbonate), CC1=C(CNCCC=2C=NC=CC2)C=CC=C1 ((2-methylbenzyl)-(2-pyridin-3-ylethyl)amine), BrCCCCCOC=1C=C2C=CC(N(C2=CC1)C)=O (6-(5-bromopentyloxy)-1-methyl-1H-quinolin-2-one). Solvent: C(C)(=O)OCC (ethyl acetate), CN(C)C=O (DMF). Conditions: temperature 60 celsius, time 8 hour. Yields the product Cl.Cl.CN1C(C=CC2=CC(=CC=C12)OCCCCCN(CCC=1C=NC=CC1)CC1=C(C=CC=C1)C)=O (1-methyl-6-{5-[(2-methylbenzyl)-(2-pyridin-3-ylethyl)amino]pentyloxy}-1H-quinolin-2-one dihydrochloride). Reaction SMILES: C(=O)([O-])[O-].[K+].[K+].[CH3:7][C:8]1[CH:23]=[CH:22][CH:21]=[CH:20][C:9]=1[CH2:10][NH:11][CH2:12][CH2:13][C:14]1[CH:15]=[N:16][CH:17]=[CH:18][CH:19]=1.Br[CH2:25][CH2:26][CH2:27][CH2:28][CH2:29][O:30][C:31]1[CH:32]=[C:33]2[C:38](=[CH:39][CH:40]=1)[N:37]([CH3:41])[C:36](=[O:42])[CH:35]=[CH:34]2.C(OC(=O)C)C.[ClH:49]>C(OCC)(=O)C.CN(C=O)C>[ClH:49].[ClH:49].[CH3:41][N:37]1[C:38]2[C:33](=[CH:32][C:31]([O:30][CH2:29][CH2:28][CH2:27][CH2:26][CH2:25][N:11]([CH2:10][C:9]3[CH:20]=[CH:21][CH:22]=[CH:23][C:8]=3[CH3:7])[CH2:12][CH2:13][C:14]3[CH:15]=[N:16][CH:17]=[CH:18][CH:19]=3)=[CH:40][CH:39]=2)[CH:34]=[CH:35][C:36]1=[O:42] |f:0.1.2,5.6,9.10.11|. Procedure: Potassium carbonate(360 mg) and (2-methylbenzyl)-(2-pyridin-3-ylethyl)amine(591 mg) were added to a DMF solution (6.5 ml) of 6-(5-bromopentyloxy)-1-methyl-1H-quinolin-2-one(650 mg). The mixture was stirred at 60° C. for 8 hours. Ice water was added to the reaction mixture, followed by extraction using ethyl acetate. The organic layer was washed with water and then saturated saline, dried with anhydrous sodium sulfate, and condensed under reduced pressure. The residue was purified by silica gel c... Starting materials: COC(C1=C(C=CC=C1)OCCN1CCC(CC1)C1=CNC2=CC=CC=C12)=O (2-{2-[4-(1H-indol-3-yl)-piperidin-1-yl]-ethoxy}-benzoic acid methyl ester), [H-].[Na+] (NaH), crude mixture, ClCCCC1OCCO1 (2-(3-chloro-propyl)-[1,3]dioxolane), [OH-].[Na+] (NaOH). Solvent: CN(C)C=O (DMF), CN(C)C=O (DMF), CN(C)C=O (DMF), C(C)O (ethanol). Conditions: time 30 minute. Yields the product O1C(OCC1)CCCN1C=C(C2=CC=CC=C12)C1CCN(CC1)CCOC1=C(C(=O)O)C=CC=C1 (2-(2-{4-[1-(3-[1,3]dioxolan-2-yl-propyl)-1H-indol-3-yl]-piperidin-1-yl}-ethoxy)-benzoic acid). Reaction SMILES: C[O:2][C:3](=[O:28])[C:4]1[CH:9]=[CH:8][CH:7]=[CH:6][C:5]=1[O:10][CH2:11][CH2:12][N:13]1[CH2:18][CH2:17][CH:16]([C:19]2[C:27]3[C:22](=[CH:23][CH:24]=[CH:25][CH:26]=3)[NH:21][CH:20]=2)[CH2:15][CH2:14]1.[H-].[Na+].Cl[CH2:32][CH2:33][CH2:34][CH:35]1[O:39][CH2:38][CH2:37][O:36]1.[OH-].[Na+]>CN(C=O)C.C(O)C>[O:36]1[CH2:37][CH2:38][O:39][CH:35]1[CH2:34][CH2:33][CH2:32][N:21]1[C:22]2[C:27](=[CH:26][CH:25]=[CH:24][CH:23]=2)[C:19]([CH:16]2[CH2:17][CH2:18][N:13]([CH2:12][CH2:11][O:10][C:5]3[CH:6]=[CH:7][CH:8]=[CH:9][C:4]=3[C:3]([OH:28])=[O:2])[CH2:14][CH2:15]2)=[CH:20]1 |f:1.2,4.5|. Procedure details: A solution of 2.75 g (7 mmol) of 2-{2-[4-(1H-indol-3-yl)-piperidin-1-yl]-ethoxy}-benzoic acid methyl ester (prepared as in Example 1, part D) in 10 mL of anhydrous DMF was added to a suspension of 0.36 g (9.1 mmol) of a NaH (60% dispersion in mineral oil) in 5 mL of anhydrous DMF under an inert atmosphere. After stirring for 30 minutes at room temperature, a solution of 1.1 mL (8.4 mmol) of 2-(3-chloro-propyl)-[1,3]dioxolane in 3 mL of DMF was added. The crude mixture was stirred at room tempera... Starting materials: ClC1=NSN=C1C=1C=NC=CC1 (3-(3-chloro-1,2,5-thiadiazol-4-yl)pyridine), C[Mg]I (methylmagnesium iodide), cuprous iodide, C1(=CC=CC=C1)OC(=O)Cl (Phenylchloroformate), [NH4+].[Cl-] (NH4Cl). Solvent: C1CCOC1 (THF), C1CCOC1 (THF), C1CCOC1 (THF). Conditions: temperature -25 celsius, time 30 minute. The product is ClC1=NSN=C1C1=CN(C=CC1C)C(=O)OC1=CC=CC=C1 (3-(3-Chloro-1,2,5-thiadiazol-4-yl)-4-methyl-1-phenoxycarbonyl-1,4-dihydropyridine). Reaction SMILES: [Cl:1][C:2]1[C:6]([C:7]2[CH:8]=[N:9][CH:10]=[CH:11][CH:12]=2)=[N:5][S:4][N:3]=1.[C:13]1([O:19][C:20](Cl)=[O:21])[CH:18]=[CH:17][CH:16]=[CH:15][CH:14]=1.[CH3:23][Mg]I.[NH4+].[Cl-]>C1COCC1>[Cl:1][C:2]1[C:6]([C:7]2[CH:12]([CH3:23])[CH:11]=[CH:10][N:9]([C:20]([O:19][C:13]3[CH:18]=[CH:17][CH:16]=[CH:15][CH:14]=3)=[O:21])[CH:8]=2)=[N:5][S:4][N:3]=1 |f:3.4|. Reported procedure: A solution of cuprous iodide (0.40 g, 2 mmol) in dry THF (50 ml) was stirred under nitrogen for 10 min. A solution of 3-(3-chloro-1,2,5-thiadiazol-4-yl)pyridine (J.Med.Chem. 1992, 35, 2274-2283) (9.9 g, 50 mmol) in dry THF (150 ml) was added to the reaction, then cooled to -25° C. Phenylchloroformate (6.3 ml, 50 mmol) in THF (20 ml) was added slowly. The reaction mixture was stirred at -25° C. for 30 min., then allowed to warm to room temperature and stirred for another 2.5 h. The reaction mixtu... The reactants are COC([C@@H](C(C)C)N1C(C2=CC(=CC=C2C1)C1=CC=C(C=C1)NC(=O)NC1=CC(=CC=C1)C(F)(F)F)=O)=O ((R)-Methyl-3-methyl-2-(1-oxo-6-(4-(3-(3-(trifluoromethyl)phenyl)ureido)phenyl)isoindolin-2-yl)butanoate), BrC1=CC=C2CN(C(C2=C1)=O)CC(=O)OC (Methyl 2-(6-bromo-1-oxoisoindolin-2-yl)acetate), CC1(OB(OC1(C)C)C1=CC=C(C=C1)NC(=O)NC1=CC(=CC=C1)C(F)(F)F)C (1-(4-(4,4,5,5-Tetramethyl-1,3,2-dioxaborolan-2-yl)phenyl)-3-(3-(trifluoromethyl)phenyl)urea), compound, compound. Reagents/catalysts: C1=CC=C(C=C1)P([C-]2C=CC=C2)C3=CC=CC=C3.C1=CC=C(C=C1)P([C-]2C=CC=C2)C3=CC=CC=C3.Cl[Pd]Cl.[Fe+2] (Pd(dppf)Cl2). Run in C(Cl)Cl (CH2Cl2). The product is O=C1N(CC2=CC=C(C=C12)C1=CC=C(C=C1)NC(=O)NC1=CC(=CC=C1)C(F)(F)F)CC(=O)OC (Methyl 2-(1-oxo-6-(4-(3-(3-(trifluoromethyl)phenyl)ureido)phenyl)isoindolin-2-yl)acetate). Reaction SMILES: [CH3:1][O:2][C:3](=[O:38])[C@H:4]([N:8]1[CH2:16][C:15]2[C:10](=[CH:11][C:12]([C:17]3[CH:22]=[CH:21][C:20]([NH:23][C:24]([NH:26][C:27]4[CH:32]=[CH:31][CH:30]=[C:29]([C:33]([F:36])([F:35])[F:34])[CH:28]=4)=[O:25])=[CH:19][CH:18]=3)=[CH:13][CH:14]=2)[C:9]1=[O:37])C(C)C.BrC1C=C2C(CN(CC(OC)=O)C2=O)=CC=1.CC1(C)C(C)(C)OB(C2C=CC(NC(NC3C=CC=C(C(F)(F)F)C=3)=O)=CC=2)O1>C1C=CC(P(C2C=CC=CC=2)[C-]2C=CC=C2)=CC=1.C1C=CC(P(C2C=CC=CC=2)[C-]2C=CC=C2)=CC=1.Cl[Pd]Cl.[Fe+2].C(Cl)Cl>[O:37]=[C:9]1[C:10]2[C:15](=[CH:14][CH:13]=[C:12]([C:17]3[CH:18]=[CH:19][C:20]([NH:23][C:24]([NH:26][C:27]4[CH:32]=[CH:31][CH:30]=[C:29]([C:33]([F:34])([F:36])[F:35])[CH:28]=4)=[O:25])=[CH:21][CH:22]=3)[CH:11]=2)[CH2:16][N:8]1[CH2:4][C:3]([O:2][CH3:1])=[O:38] |f:3.4.5.6|. Procedure: The compound of example 333 was prepared analogous to compound of example 330 by reaction of the compound of example 332, compound of example 327 and Pd(dppf)Cl2: CH2Cl2. The compound of example 333 was used directly without isolation for the preparation of compound of example 334. Starting materials: C(C)O (ethanol), C=O (paraformaldehyde), NCC(=O)O (glycine). Run in C(C)N(CC)CC (triethylamine). Yields the product OCN(CC(=O)O)CO (N,N-bis-hydroxymethyl-glycine). Reaction SMILES: [CH2:1]([OH:3])C.[CH2:4]=[O:5].[NH2:6][CH2:7][C:8]([OH:10])=[O:9]>C(N(CC)CC)C>[OH:5][CH2:4][N:6]([CH2:1][OH:3])[CH2:7][C:8]([OH:10])=[O:9]. Procedure details: To 500 ml. of anhydrous ethanol, 48.0 g. of triethylamine, 30.6 g. of paraformaldehyde are added. The mixture is stirred at boiling temperature and 37.5 g. of glycine are added. N,N-bis-hydroxymethyl-glycine formed in the reaction mixture is reacted without isolation with 69.0 g. of diethyl phosphite and the reaction mixture is stirred for 20 minutes at 80° C. The reaction mixture is further processed as disclosed in Example 1. 60-62 g. of crystalline N-phosphonomethyl-glycine are obtained. Puri...